This data is from the Open Reaction Database (ORD), a public repository of structured organic reaction records. The task is: describe an organic reaction: reactants, conditions, products, and yield The reactants are CC=1N(C2=C(C(=NC(=C2C)C)N)N1)CCOCC#CC1=CC=CC=C1 (2,6,7-Trimethyl-1-{2-[(3-phenylprop-2-ynyl)oxy]ethyl}-1H-imidazo[4,5-c]pyridin-4-amine). Reagents/catalysts: [Pd] (palladium on carbon). The solvent is CO (Methanol). Run at time 4 hour. Yields the product CC=1N(C2=C(C(=NC(=C2C)C)N)N1)CCOCCCC1=CC=CC=C1 (2,6,7-trimethyl-1-[2-(3-phenylpropoxy)ethyl]-1H-imidazo[4,5-c]pyridin-4-amine). Yield: 57.2%. Reaction SMILES: [CH3:1][C:2]1[N:3]([CH2:14][CH2:15][O:16][CH2:17][C:18]#[C:19][C:20]2[CH:25]=[CH:24][CH:23]=[CH:22][CH:21]=2)[C:4]2[C:9]([CH3:10])=[C:8]([CH3:11])[N:7]=[C:6]([NH2:12])[C:5]=2[N:13]=1>[Pd].CO>[CH3:1][C:2]1[N:3]([CH2:14][CH2:15][O:16][CH2:17][CH2:18][CH2:19][C:20]2[CH:25]=[CH:24][CH:23]=[CH:22][CH:21]=2)[C:4]2[C:9]([CH3:10])=[C:8]([CH3:11])[N:7]=[C:6]([NH2:12])[C:5]=2[N:13]=1. Procedure: 2,6,7-Trimethyl-1-{2-[(3-phenylprop-2-ynyl)oxy]ethyl}-1H-imidazo[4,5-c]pyridin-4-amine (0.55 g, 1.645 mmol) from Part I of Example 7 was combined with 10% palladium on carbon (0.10 g) in a Parr reactor. Methanol (30 mL) was added to the resulting mixture under a nitrogen purge, and then the mixture was placed under hydrogen at a pressure of 310 kPa for 4 hours. The resulting reaction mixture was filtered through a layer of Celite™ filter agent, and the filtrate was concentrated under reduced pre... Reactants: CC1(OCC(CO1)=CCN1C2=NC(=NC(=C2N=C1)Cl)N)C (2,2-Dimethyl-5-[2-(2-amino-6-chloropurin-9-yl)]ethylidene-1,3-dioxane). Reagents/catalysts: [Pd] (Palladium on carbon). The solvent is O1CCCC1 (tetrahydrofuran), O1CCCC1 (tetrahydrofuran). Reaction conditions: time 8 hour. The product is NC1=NC(=C2N=CN(C2=N1)CCC1COC(OC1)(C)C)Cl (5-[2-(2-amino-6-chloropurin-9-yl)ethyl]-2,2-dimethyl-1,3-dioxane). Yield: 63.6%. RXN SMILES: [CH3:1][C:2]1([CH3:21])[O:7][CH2:6][C:5](=[CH:8][CH2:9][N:10]2[CH:18]=[N:17][C:16]3[C:11]2=[N:12][C:13]([NH2:20])=[N:14][C:15]=3[Cl:19])[CH2:4][O:3]1>[Pd].O1CCCC1>[NH2:20][C:13]1[N:12]=[C:11]2[C:16]([N:17]=[CH:18][N:10]2[CH2:9][CH2:8][CH:5]2[CH2:4][O:3][C:2]([CH3:1])([CH3:21])[O:7][CH2:6]2)=[C:15]([Cl:19])[N:14]=1. Reported procedure: 5% Palladium on carbon (1.5 g) in tetrahydrofuran (40 ml) was prehydrogenated for 30 min at 50 p.s.i. 2,2-Dimethyl-5-[2-(2-amino-6-chloropurin-9-yl)]ethylidene-1,3-dioxane (3.0 g) in tetrahydrofuran (80 ml) was added and washed in with tetrahydrofuran (30 ml). The mixture was hydrogentated overnight at 50 p.s.i. with stirring. The catalyst was removed by filtration to give a colourless solution. The solvent was removed under reduced pressure and the residue recrystallised from IPA to give the ti... Reactants: CC1=NN=C2C1=C(NN(C2=O)CC3=CC=CC=C3)C4=CC=CC=C4 (CC-4), FC(C(C(=O)O)(C)C)(F)F (3,3,3-trifluoro-2,2-dimethyl-propionic acid), ClC1=C(C(=O)O)C(=CC=C1CN)Cl (2,6-dichloro-3-aminomethyl-benzoic acid), Cl (HCl), N1=CC=CC=C1 (pyridine), ClC(=C(C)C)N(C)C (1-chloro-N,N,2-trimethylpropenylamine), ClCl (Cl2). The solvent is CC#N (MeCN). The product is ClC1=C(C(=O)O)C(=CC=C1CNC(=O)C(C(F)(F)F)(C)C)Cl (2,6-Dichloro-3-[(2,2,2-trifluoro-1,1-dimethyl-ethyl)carbonylamino]methyl-benzoic acid). RXN SMILES: [Cl:1][C:2]1[C:10]([CH2:11][NH2:12])=[CH:9][CH:8]=[C:7]([Cl:13])[C:3]=1[C:4]([OH:6])=[O:5].Cl.ClC(N(C)C)=C(C)C.[F:23][C:24]([F:32])([F:31])[C:25]([CH3:30])([CH3:29])[C:26](O)=[O:27].N1C=CC=CC=1.ClCl.CC1C2=C(C3C=CC=CC=3)NN(CC3C=CC=CC=3)C(=O)C2=NN=1>CC#N>[Cl:1][C:2]1[C:10]([CH2:11][NH:12][C:26]([C:25]([CH3:30])([CH3:29])[C:24]([F:32])([F:31])[F:23])=[O:27])=[CH:9][CH:8]=[C:7]([Cl:13])[C:3]=1[C:4]([OH:6])=[O:5]. Procedure: Prepared analogously to example 8 with 2,6-dichloro-3-aminomethyl-benzoic acid×HCl (0.257 g; 1 mmol); 1-chloro-N,N,2-trimethylpropenylamine (0.2 mL; 1.51 mmol); 3,3,3-trifluoro-2,2-dimethyl-propionic acid (0.19 g; 1.22 mmol) and pyridine (0.4 mL; 4.96 mmol) in 10 mL MeCN. Yield: 117 mg (33%); MS: [m+H]+ 358 (Cl2 isotope pattern); HPLC: Rt=1.97 min (Method CC-4) Starting materials: C(=O)([O-])[O-].C(=O)([O-])[O-].OO.OO.OO.[Na+].[Na+].[Na+].[Na+] (sodium percarbonate), FS(=O)(=O)C(F)(F)C(=O)F (FSO2CF2(C═O)F). Solvent: C(C(F)(Cl)Cl)(F)(F)Cl (CFC-113). Conditions: temperature 0 celsius, time 3 hour. Yields the product FC(C(=O)OOC(C(S(=O)(=O)F)(F)F)=O)(S(=O)(=O)F)F (Bis[perfluoro(fluorosulfonyl)acetyl] Peroxide). The yield is 42.0%. RXN SMILES: [C:1]([O-:4])([O-:3])=O.[C:5]([O-:8])([O-])=[O:6].OO.OO.OO.[Na+].[Na+].[Na+].[Na+].[F:19][S:20]([C:23](C(F)=O)([F:25])[F:24])(=[O:22])=[O:21]>C(Cl)(F)(F)C(Cl)(Cl)F>[F:25][C:23]([F:24])([S:20]([F:19])(=[O:21])=[O:22])[C:1]([O:4][O:8][C:5](=[O:6])[C:23]([F:25])([F:24])[S:20]([F:19])(=[O:22])=[O:21])=[O:3] |f:0.1.2.3.4.5.6.7.8|. Reported procedure: A round-bottom flask is charged with 50 ml of CFC-113 and 2.0 g of sodium percarbonate (13 mmoles or 19 mmoles of H2O2 equivalent). After chilling the contents of the flask to 0° C., 2.83 ml of FSO2CF2(C═O)F (25 mmoles) is added and the resulting slurry is stirred magnetically for 3 hours. The reaction mixture is filtered through a pad of Drierite® on glass wool, washing through with fresh CFC-113, an operation assumed to remove any unreacted percarbonate and any free H2O2. The filtrate, now mea... Reactants: ClCC(=O)N(CCC)CCC (2-chloro-N,N-dipropyl-acetamide), N(CCC(=O)O)C(=O)OC(C)(C)C (Boc-Beta-Ala-OH), C([O-])([O-])=O.[K+].[K+] (potassium carbonate), O (water). Solvent: CCCCCCC (n-heptane), CN(C)C=O (DMF), C(Cl)Cl (DCM), CN(C)C=O (DMF). Run at temperature 60 celsius, time 8 hour. Product: C(CC)N(C(=O)COC(CCNC(=O)OC(C)(C)C)=O)CCC (3-tert-Butoxycarbonylamino-propionic acid dipropylcarbamoylmethyl ester). RXN SMILES: [NH:1]([C:7]([O:9][C:10]([CH3:13])([CH3:12])[CH3:11])=[O:8])[CH2:2][CH2:3][C:4]([OH:6])=[O:5].C(=O)([O-])[O-].[K+].[K+].Cl[CH2:21][C:22]([N:24]([CH2:28][CH2:29][CH3:30])[CH2:25][CH2:26][CH3:27])=[O:23].O>CN(C=O)C.C(Cl)Cl.CCCCCCC>[CH2:25]([N:24]([CH2:28][CH2:29][CH3:30])[C:22]([CH2:21][O:5][C:4](=[O:6])[CH2:3][CH2:2][NH:1][C:7]([O:9][C:10]([CH3:13])([CH3:12])[CH3:11])=[O:8])=[O:23])[CH2:26][CH3:27] |f:1.2.3|. Reported procedure: To a stirred suspension of Boc-Beta-Ala-OH (40.0 g, 211 mmol) in DMF (200 ml) at 60° C. under N2 was added potassium carbonate (40.0 g, 289 mmol). To this mixture was added 2-chloro-N,N-dipropyl-acetamide (36.7 g, 207 mmol) in DMF (75 ml). The reaction mixture was allowed to stir at 60° C. overnight. The reaction was allowed to cool to RT and diluted with DCM (400 ml) followed by water (500 ml). The organic layer was separated and washed with brine (200 ml), dried over MgSO4 and concentrated in ... The reactants are C1(CC1)CN1CCC(CC1)C(=O)N1C[C@@H]([C@H](C1)NC)C1=CC(=C(C=C1)Cl)Cl (rac-(1-cyclopropylmethyl-piperidin-4-yl)-[(3S,4R)-3-(3,4-dichloro-phenyl)-4-methylamino-pyrrolidin-1-yl]-methanone), ClC(=O)OC1=CC=CC=C1 (phenyl chloroformate). Yields the product C1(=CC=CC=C1)OC(N(C)[C@H]1CN(C[C@@H]1C1=CC(=C(C=C1)Cl)Cl)C(=O)C1CCN(CC1)CC1CC1)=O (rac-[(3R,4S)-1-(1-cyclopropylmethyl-piperidine-4-carbonyl)-4-(3,4-dichloro-phenyl)-pyrrolidin-3-yl]-methyl-carbamic acid phenyl ester). RXN SMILES: [CH:1]1([CH2:4][N:5]2[CH2:10][CH2:9][CH:8]([C:11]([N:13]3[CH2:17][C@H:16]([NH:18][CH3:19])[C@@H:15]([C:20]4[CH:25]=[CH:24][C:23]([Cl:26])=[C:22]([Cl:27])[CH:21]=4)[CH2:14]3)=[O:12])[CH2:7][CH2:6]2)[CH2:3][CH2:2]1.Cl[C:29]([O:31][C:32]1[CH:37]=[CH:36][CH:35]=[CH:34][CH:33]=1)=[O:30]>>[C:32]1([O:31][C:29](=[O:30])[N:18]([C@@H:16]2[C@@H:15]([C:20]3[CH:25]=[CH:24][C:23]([Cl:26])=[C:22]([Cl:27])[CH:21]=3)[CH2:14][N:13]([C:11]([CH:8]3[CH2:9][CH2:10][N:5]([CH2:4][CH:1]4[CH2:3][CH2:2]4)[CH2:6][CH2:7]3)=[O:12])[CH2:17]2)[CH3:19])[CH:37]=[CH:36][CH:35]=[CH:34][CH:33]=1. Procedure: In analogy to the procedure described for the synthesis of example 2 (step b), the title compound rac-[(3R,4S)-1-(1-cyclopropylmethyl-piperidine-4-carbonyl)-4-(3,4-dichloro-phenyl)-pyrrolidin-3-yl]-methyl-carbamic acid phenyl ester was prepared from rac-(1-cyclopropylmethyl-piperidin-4-yl)-[(3S,4R)-3-(3,4-dichloro-phenyl)-4-methylamino-pyrrolidin-1-yl]-methanone instead of rac-{4-[(3S,4R)-3-(3,4-dichloro-phenyl)-4-methylamino-pyrrolidine-1-carbonyl]-piperidin-1-yl}-(1-methyl-cyclopropyl)-methano... Starting materials: COc1nc(Br)cnc1NS(=O)(=O)c1cccc2c(NC(C)=O)cccc12, C1CCOC1. Yields the product CCNc1cccc2c(S(=O)(=O)Nc3ncc(Br)nc3OC)cccc12. As a reaction SMILES: [C:1]([CH3:2])(=[O:3])[NH:4][c:5]1[c:6]2[cH:7][cH:8][cH:9][c:10]([S:15](=[O:16])(=[O:17])[NH:18][c:19]3[n:20][cH:21][c:22]([Br:27])[n:23][c:24]3[O:25][CH3:26])[c:11]2[cH:12][cH:13][cH:14]1.[CH2:28]1[O:29][CH2:30][CH2:31][CH2:32]1>>[CH2:1]([CH3:2])[NH:4][c:5]1[c:6]2[cH:7][cH:8][cH:9][c:10]([S:15](=[O:16])(=[O:17])[NH:18][c:19]3[n:20][cH:21][c:22]([Br:27])[n:23][c:24]3[O:25][CH3:26])[c:11]2[cH:12][cH:13][cH:14]1.